This data is from the Open Reaction Database (ORD), a public repository of structured organic reaction records. The task is: describe an organic reaction: reactants, conditions, products, and yield Reactants: resultant mixture, C(C)(=O)C(C#N)=CN(C)C (2-acetyl-3-dimethylamino-acrylonitrile), C([O-])([O-])=O.[K+].[K+] (potassium carbonate), resultant mixture, CN1CCC(CC1)CCCNC(=N)N (N-[3-(1-methyl-piperidin-4-yl)-propyl]-guanidine). Solvent: C(C)O (ethanol). Run at time 24 hour. The product is CC1=NC(=NC=C1C#N)NCCCC1CCN(CC1)C (4-Methyl-2-[3-(1-methyl-piperidin-4-yl)-propylamino]-pyrimidine-5-carbonitrile). RXN SMILES: [C:1]([C:4](=[CH:7]N(C)C)[C:5]#[N:6])(=O)[CH3:2].C(=O)([O-])[O-].[K+].[K+].[CH3:17][N:18]1[CH2:23][CH2:22][CH:21]([CH2:24][CH2:25][CH2:26][NH:27][C:28]([NH2:30])=[NH:29])[CH2:20][CH2:19]1>C(O)C>[CH3:2][C:1]1[C:4]([C:5]#[N:6])=[CH:7][N:30]=[C:28]([NH:27][CH2:26][CH2:25][CH2:24][CH:21]2[CH2:20][CH2:19][N:18]([CH3:17])[CH2:23][CH2:22]2)[N:29]=1 |f:1.2.3|. Procedure: To a 5-L round-bottom flask equipped with overhead mechanical stirrer, nitrogen inlet, and thermocouple probe were added 2-acetyl-3-dimethylamino-acrylonitrile (103.65 g, 0.75 mol), anhydrous potassium carbonate (powdered, not granular) (165.85 g, 1.2 mol), and N-[3-(1-methyl-piperidin-4-yl)-propyl]-guanidine (119.02 g, 0.60 mol) in ethanol (2.125 L). The resultant mixture was heated to reflux with stirring and held for 24 h. The resultant mixture was then concentration and the resultant residue... Yield: 47.1%. Starting materials: ClCC(=O)C1=C2C=CC(NC2=C(C=C1)O)=O (5-chloroacetyl-8-hydroxycarbostyril), C(C)(C)N (isopropylamine), Cl (hydrochloric acid). The product is C(C)(C)NCC(=O)C1=C2C=CC(NC2=C(C=C1)O)=O (5-isopropylaminoacetyl-8-hydroxycarbostyril). Solvent: C(C)(C)O (isopropanol). Procedure details: 12.6 g of the 5-chloroacetyl-8-hydroxycarbostyril (IV) obtained in Example 4 or 8 was suspended in 130 ml of isopropanol, and 2515 g of isopropylamine (III) was added dropwise to the resulting suspension while stirring. The reaction mixture was then stirred at 55° to 60° C. for 3 hours. After cooling, concentrated hydrochloric acid was added to the mixture to adjust the mixture to a pH of 2 to 3, and the precipitated crystals were filtered, washed with acetone and recrystallized from methanol-di... As a reaction SMILES: Cl[CH2:2][C:3]([C:5]1[CH:14]=[CH:13][C:12]([OH:15])=[C:11]2[C:6]=1[CH:7]=[CH:8][C:9](=[O:16])[NH:10]2)=[O:4].[CH:17]([NH2:20])([CH3:19])[CH3:18].Cl>C(O)(C)C>[CH:17]([NH:20][CH2:2][C:3]([C:5]1[CH:14]=[CH:13][C:12]([OH:15])=[C:11]2[C:6]=1[CH:7]=[CH:8][C:9](=[O:16])[NH:10]2)=[O:4])([CH3:19])[CH3:18]. Starting materials: C1[C@@](C[C@H]([C@@H]([C@@H]1O)O)O)(O)C(=O)O (quinic acid), O([C@@H]1[C@H](O)[C@@H](O)[C@H](O)[C@H](O1)CO)C (MαDG), O=C[C@H](O)[C@@H](O)[C@H](O)[C@H](O)CO (glucose), O([C@@H]1[C@H](O)[C@@H](O)[C@H](O)[C@H](O1)CO)C (Methyl α-D-glucopyranoside). Product: C1[C@H]([C@@H]([C@@H](C=C1C(=O)O)O)O)O (shikimic acid). As a reaction SMILES: [CH2:1]1[C@@H:6]([OH:7])[C@@H:5]([OH:8])[C@H:4]([OH:9])[CH2:3][C@@:2]1([C:11]([OH:13])=[O:12])O.O=C[C@@H]([C@H]([C@@H]([C@@H](CO)O)O)O)O.O(C)[C@H]1O[C@H](CO)[C@@H](O)[C@H](O)[C@H]1O>>[CH2:3]1[C:2]([C:11]([OH:13])=[O:12])=[CH:1][C@@H:6]([OH:7])[C@@H:5]([OH:8])[C@@H:4]1[OH:9]. Procedure details: An alternative to increasing Kc in order to suppress quinic acid formation was addition of a non-hydrolyzable glucose analog to the fermentation broth. Methyl α-D-glucopyranoside (MαDG) was added to the fermentation medium at the time of inoculation and the fermentation was then run without further adjustment. Addition of 1 mM MαDG to the fermentation of SP1.1/pKD12.112 resulted in the synthesis of 40.3 g/L of shikimic acid (Table 3). Quinic acid was not detected. Although several concentrations... Starting materials: C[Si](C)(C)C#C (trimethylsilylacetylene), IC=1C(=NC(=NC1C(F)(F)F)C)OC (5-Iodo-4-methoxy-2-methyl-6-trifluoromethylpyrimidine), C(C)(C)(C)OC (methyl tert-butyl ether). Reagents/catalysts: [Cu]I (copper(I) iodide), Cl[Pd]([P](C1=CC=CC=C1)(C2=CC=CC=C2)C3=CC=CC=C3)([P](C4=CC=CC=C4)(C5=CC=CC=C5)C6=CC=CC=C6)Cl (dichlorobis(triphenylphosphine)palladium(II)). Run in C(C)(C)N(C(C)C)CC (N,N-diisopropylethylamine), CN(C)C=O (DMF). Run at temperature 50 celsius. Yields the product COC1=NC(=NC(=C1C#C[Si](C)(C)C)C(F)(F)F)C (4-methoxy-2-methyl-6-trifluoromethyl-5-trimethylsilylethynylpyrimidine). Isolated yield 116.9%. RXN SMILES: I[C:2]1[C:3]([O:13][CH3:14])=[N:4][C:5]([CH3:12])=[N:6][C:7]=1[C:8]([F:11])([F:10])[F:9].[CH3:15][Si:16]([C:19]#[CH:20])([CH3:18])[CH3:17].C(OC)(C)(C)C>CN(C=O)C.C(N(CC)C(C)C)(C)C.[Cu]I.Cl[Pd](Cl)([P](C1C=CC=CC=1)(C1C=CC=CC=1)C1C=CC=CC=1)[P](C1C=CC=CC=1)(C1C=CC=CC=1)C1C=CC=CC=1>[CH3:14][O:13][C:3]1[C:2]([C:20]#[C:19][Si:16]([CH3:18])([CH3:17])[CH3:15])=[C:7]([C:8]([F:11])([F:10])[F:9])[N:6]=[C:5]([CH3:12])[N:4]=1 |^1:45,64|. Reported procedure: 5-Iodo-4-methoxy-2-methyl-6-trifluoromethylpyrimidine (5.0 g) was dissolved in DMF (50 ml) and N,N-diisopropylethylamine (6.5 g), copper(I) iodide (0.3 g), dichlorobis(triphenylphosphine)palladium(II) (1.12 g) and trimethylsilylacetylene (15.4 g) was added at room temperature with stirring. The mixture was heated (50° C.) in nitrogen atmosphere for 7 hr and cool to room tempeature. The reaction mixture was added methyl tert-butyl ether (MTBE) (200 ml). The insoluble matter was removed by filtrat... Starting materials: O=C(c1ccccc1)c1cnc2c(cnn2Cc2ccco2)c1O, O=C([O-])[O-], CCI, CN(C)C=O, [K+], [K+]. As a reaction SMILES: [C:1]([c:2]1[cH:3][cH:4][cH:5][cH:6][cH:7]1)(=[O:8])[c:9]1[c:10]([OH:24])[c:11]2[c:12]([n:13][cH:14]1)[n:15]([CH2:18][c:19]1[o:20][cH:21][cH:22][cH:23]1)[n:16][cH:17]2.[C:25](=[O:26])([O-:27])[O-:28].[CH2:31]([CH3:32])[I:33].[CH3:34][N:35]([CH3:36])[CH:37]=[O:38].[K+:29].[K+:30]>>[C:1]([c:2]1[cH:3][cH:4][cH:5][cH:6][cH:7]1)(=[O:8])[c:9]1[c:10]([O:24][CH2:31][CH3:32])[c:11]2[c:12]([n:13][cH:14]1)[n:15]([CH2:18][c:19]1[o:20][cH:21][cH:22][cH:23]1)[n:16][cH:17]2. Product: CCOc1c(C(=O)c2ccccc2)cnc2c1cnn2Cc1ccco1. Starting materials: BrC1=CN=C(S1)NC(=O)NC1=C(C=C(C=C1)C)C(=O)C1CCCC1 (1-(5-bromo-thiazol-2-yl)-3-(2-cyclopentanecarbonyl-4-methyl-phenyl)-urea), C(C)(C)(C)OC(NCCS)=O ((2-mercapto-ethyl)-carbamic acid tert-butyl ester). Product: C(C)(C)(C)OC(NCCSC1=CN=C(S1)NC(=O)NC1=C(C=C(C=C1)C)C(=O)C1CCCC1)=O ((2-{2-[3-(2-Cyclopentanecarbonyl-4-methyl-phenyl)-ureido]-thiazol-5-ylsulfanyl}-ethyl)-carbamic acid tert-butyl ester). Isolated yield 40.0%. RXN SMILES: Br[C:2]1[S:6][C:5]([NH:7][C:8]([NH:10][C:11]2[CH:16]=[CH:15][C:14]([CH3:17])=[CH:13][C:12]=2[C:18]([CH:20]2[CH2:24][CH2:23][CH2:22][CH2:21]2)=[O:19])=[O:9])=[N:4][CH:3]=1.[C:25]([O:29][C:30](=[O:35])[NH:31][CH2:32][CH2:33][SH:34])([CH3:28])([CH3:27])[CH3:26]>>[C:25]([O:29][C:30](=[O:35])[NH:31][CH2:32][CH2:33][S:34][C:2]1[S:6][C:5]([NH:7][C:8]([NH:10][C:11]2[CH:16]=[CH:15][C:14]([CH3:17])=[CH:13][C:12]=2[C:18]([CH:20]2[CH2:24][CH2:23][CH2:22][CH2:21]2)=[O:19])=[O:9])=[N:4][CH:3]=1)([CH3:28])([CH3:26])[CH3:27]. Reported procedure: (2-{2-[3-(2-Cyclopentanecarbonyl-4-methyl-phenyl)-ureido]-thiazol-5-ylsulfanyl}-ethyl)-carbamic acid tert-butyl ester (202 mg, 40%) was prepared from 1-(5-bromo-thiazol-2-yl)-3-(2-cyclopentanecarbonyl-4-methyl-phenyl)-urea (408 mg, 1 mmol) and (2-mercapto-ethyl)-carbamic acid tert-butyl ester (354 mg, 2 mmol) following the general procedure Q.